describe an organic reaction: reactants, conditions, products, and yield From a dataset of the Open Reaction Database (ORD), a public repository of structured organic reaction records. The reactants are [C@@H]1([C@H](O)[C@H](O)[C@@H](CO)O1)N1C=NC=2C(=O)NC(N)=NC12.[C@@H]1([C@H](O)[C@H](O)[C@@H](CO)O1)N1C=NC=2C(O)=NC=NC12 (guanosine inosine), [C@@H]1([C@H](O)[C@H](O)[C@@H](CO)O1)N1C=NC=2C(O)=NC=NC12 (inosine). Reaction conditions: time 2 hour. Product: [C@@H]1([C@H](O)[C@H](O)[C@@H](CO)O1)N1C=NC=2C(O)=NC=NC12 (inosine), [C@@H]1([C@H](O)[C@H](O)[C@@H](CO)O1)N1C=NC=2C(=O)NC(N)=NC12 (guanosine). Reaction SMILES: [C@@H:1]1([N:10]2[C:20]3[N:19]=[C:17]([NH2:18])[NH:16][C:14](=[O:15])[C:13]=3[N:12]=[CH:11]2)[O:9][C@H:6]([CH2:7][OH:8])[C@@H:4]([OH:5])[C@H:2]1[OH:3].[C@@H]1(N2C3N=CN=C(O)C=3N=C2)O[C@H](CO)[C@@H](O)[C@H]1O.[C@@H]1(N2C3N=CN=C(O)C=3N=C2)O[C@H](CO)[C@@H](O)[C@H]1O>>[C@@H:1]1([N:10]2[C:20]3[N:19]=[CH:17][N:16]=[C:14]([OH:15])[C:13]=3[N:12]=[CH:11]2)[O:9][C@H:6]([CH2:7][OH:8])[C@@H:4]([OH:5])[C@H:2]1[OH:3].[C@@H:1]1([N:10]2[C:20]3[N:19]=[C:17]([NH2:18])[NH:16][C:14](=[O:15])[C:13]=3[N:12]=[CH:11]2)[O:9][C@H:6]([CH2:7][OH:8])[C@@H:4]([OH:5])[C@H:2]1[OH:3] |f:0.1|. Reported procedure: Each of 24.9 g, 35.2 g and 46.9 g portions of mixed crystals composed of 21.1% inosine, 48.9% guanosine and 28.0% water were weighed out and placed in 300 ml round bottom flasks. Then, the flasks were placed in a thermostat bath at 10° C. Into each flask was added 93 ml, 90 ml or 86 ml of water (10° C.) to obtain a suspension (pH=5.7) which were stirred for 2 hours and centrifuged (10,000 G for 10 min.). The supernatant as filtered through Milipore filter (0.45 μ) and the amounts of inosine and ... Reactants: ClC1=C(C(=CC=C1)Cl)N(C(=N)NC(=O)NC(C)(C)C)C (1-(2,6-dichlorophenyl-N-methylamidino)-3-(t-butyl)urea). Reaction SMILES: [Cl:1][C:2]1[CH:7]=[CH:6][CH:5]=[C:4]([Cl:8])[C:3]=1[N:9]([CH3:20])[C:10]([NH:12][C:13]([NH:15]C(C)(C)C)=[O:14])=[NH:11]>Cl>[Cl:1][C:2]1[CH:7]=[CH:6][CH:5]=[C:4]([Cl:8])[C:3]=1[N:9]([CH3:20])[C:10]([NH:12][C:13]([NH2:15])=[O:14])=[NH:11]. Product: ClC1=C(C(=CC=C1)Cl)N(C(=N)NC(=O)N)C (1-(2,6-dichlorophenyl-N-methylamidino)urea). Reported procedure: A mixture as 33.7 g (0.106 mole) of 1-(2,6-dichlorophenyl-N-methylamidino)-3-(t-butyl)urea and 200 ml of conc. hydrochloric acid is refluxed for 1/2 hour. The reaction mixture is cooled, filtered and washed with 10 ml of 1:1 HCl/H2O and dried. The product is then recrystallized from ethanol-ether to obtain 1-(2,6-dichlorophenyl-N-methylamidino)urea. Solvent: Cl (hydrochloric acid). The reactants are Cl.Cl.C1(CC1)NC(=O)C1=CC=CC=2SC(=CC21)C2=NC(=NC=C2Cl)NCCC2CCN(CC2)CC (2-{5-chloro-2-[2-(1-ethylpiperidin-4-yl)-ethylamino]-pyrimidin-4-yl}-benzo[b]thiophene-4-carboxylic acid cyclopropylamide di-hydrochloride), C1(CC1)NC(=O)C1=CC=CC=2SC(=CC21)C2=NC(=NC=C2C)NCCCC2CCNCC2 (2-[5-methyl-2-(3-piperidin-4-yl-propylamino)-pyrimidin-4-yl]-benzo[b]thiophene-4-carboxylic acid cyclopropylamide), BrCCF (1-bromo-2-fluoroethane). Product: Cl.Cl.C1(CC1)NC(=O)C1=CC=CC=2SC(=CC21)C2=NC(=NC=C2C)NCCCC2CCN(CC2)CCF (2-(2-{3-[1-(2-Fluoroethyl)-piperidin-4-yl]-propylamino}-5-methyl-pyrimidin-4-yl)-benzo[b]thiophene-4-carboxylic acid cyclopropylamide di-hydrochloride). Reaction SMILES: [ClH:1].Cl.C1(NC(C2C3C=C(C4C([Cl:24])=CN=C(NCCC5CCN(CC)CC5)N=4)SC=3C=CC=2)=O)CC1.[CH:36]1([NH:39][C:40]([C:42]2[C:50]3[CH:49]=[C:48]([C:51]4[C:56]([CH3:57])=[CH:55][N:54]=[C:53]([NH:58][CH2:59][CH2:60][CH2:61][CH:62]5[CH2:67][CH2:66][NH:65][CH2:64][CH2:63]5)[N:52]=4)[S:47][C:46]=3[CH:45]=[CH:44][CH:43]=2)=[O:41])[CH2:38][CH2:37]1.Br[CH2:69][CH2:70][F:71]>>[ClH:24].[ClH:1].[CH:36]1([NH:39][C:40]([C:42]2[C:50]3[CH:49]=[C:48]([C:51]4[C:56]([CH3:57])=[CH:55][N:54]=[C:53]([NH:58][CH2:59][CH2:60][CH2:61][CH:62]5[CH2:63][CH2:64][N:65]([CH2:69][CH2:70][F:71])[CH2:66][CH2:67]5)[N:52]=4)[S:47][C:46]=3[CH:45]=[CH:44][CH:43]=2)=[O:41])[CH2:37][CH2:38]1 |f:0.1.2,5.6.7|. Reported procedure: Using the method of 2-{5-chloro-2-[2-(1-ethylpiperidin-4-yl)-ethylamino]-pyrimidin-4-yl}-benzo[b]thiophene-4-carboxylic acid cyclopropylamide di-hydrochloride, the title compound is synthesized from 2-[5-methyl-2-(3-piperidin-4-yl-propylamino)-pyrimidin-4-yl]-benzo[b]thiophene-4-carboxylic acid cyclopropylamide and 1-bromo-2-fluoroethane and isolated as a yellow solid. ES+(m/z) 496 [M(free base)+H]. The reactants are C1(CCCC1)OC=1C=C(C=CC1OC)N(C=1C=C(C(=O)O)C=CC1)CC=1C=NC=CC1 (N-(3-Cyclopentyloxy-4-methoxyphenyl)-N-(3-pyridylmethyl)-3-aminobenzoic acid), [Al+3].[Cl-].[Cl-].[Cl-] (AlCl3). Solvent: C(Cl)Cl (DCM), C(Cl)Cl (DCM), O (H2O). Conditions: time 8 hour. Yields the product OC=1C=C(C=CC1OC)N(C=1C=C(C(=O)O)C=CC1)CC=1C=NC=CC1 (N-(3-Hydroxy-4-methoxyphenyl)-N-(3-pyridylmethyl)-3-aminobenzoic Acid). RXN SMILES: C1([O:6][C:7]2[CH:8]=[C:9]([N:15]([CH2:25][C:26]3[CH:27]=[N:28][CH:29]=[CH:30][CH:31]=3)[C:16]3[CH:17]=[C:18]([CH:22]=[CH:23][CH:24]=3)[C:19]([OH:21])=[O:20])[CH:10]=[CH:11][C:12]=2[O:13][CH3:14])CCCC1.[Al+3].[Cl-].[Cl-].[Cl-]>C(Cl)Cl.O>[OH:6][C:7]1[CH:8]=[C:9]([N:15]([CH2:25][C:26]2[CH:27]=[N:28][CH:29]=[CH:30][CH:31]=2)[C:16]2[CH:17]=[C:18]([CH:22]=[CH:23][CH:24]=2)[C:19]([OH:21])=[O:20])[CH:10]=[CH:11][C:12]=1[O:13][CH3:14] |f:1.2.3.4|. Procedure details: N-(3-Cyclopentyloxy-4-methoxyphenyl)-N-(3-pyridylmethyl)-3-aminobenzoic acid (10.0 g, 23.9 mmol) was dissolved in DCM and 22.3 g (167 mmol) of AlCl3 was added. The dark brown solution stirred at room temperature overnight under N2. The reaction mixture was diluted with 100 mL of DCM and 100 mL of H2O and the pH of the aqueous phase adjusted to 5.5. The aqueous phase was extracted with 500 mL of EtOAc and the combined organic fractions were concentrated to dryness giving the desired compound. Starting materials: C(C)OC(=O)C(CCC1=CC=CC=C1)NC1C(N(CC(SC1)C1=CC=CC2=CC=CC=C12)CC(=O)O)=O (α-[6-(1-ethoxycarbonyl-3-phenylpropylamino)-2-(1-naphthyl)-5-oxoperhydro-1,4-thiazepin-4-yl]acetic acid), aqueous solution, [OH-].[Na+] (sodium hydroxide). Run at time 16 hour. The product is C(=O)(O)C(CCC1=CC=CC=C1)NC1C(N(CC(SC1)C1=CC=CC2=CC=CC=C12)CC(=O)O)=O (α-[6-(1-Carboxy-3-phenylpropylamino)-2-(1-naphthyl)-5-oxoperhydro-1,4-thiazepin-4-yl]acetic acid). The yield is 98.4%. As a reaction SMILES: C([O:3][C:4]([CH:6]([NH:15][CH:16]1[CH2:22][S:21][CH:20]([C:23]2[C:32]3[C:27](=[CH:28][CH:29]=[CH:30][CH:31]=3)[CH:26]=[CH:25][CH:24]=2)[CH2:19][N:18]([CH2:33][C:34]([OH:36])=[O:35])[C:17]1=[O:37])[CH2:7][CH2:8][C:9]1[CH:14]=[CH:13][CH:12]=[CH:11][CH:10]=1)=[O:5])C.[OH-].[Na+]>>[C:4]([CH:6]([NH:15][CH:16]1[CH2:22][S:21][CH:20]([C:23]2[C:32]3[C:27](=[CH:28][CH:29]=[CH:30][CH:31]=3)[CH:26]=[CH:25][CH:24]=2)[CH2:19][N:18]([CH2:33][C:34]([OH:36])=[O:35])[C:17]1=[O:37])[CH2:7][CH2:8][C:9]1[CH:14]=[CH:13][CH:12]=[CH:11][CH:10]=1)([OH:5])=[O:3] |f:1.2|. Reported procedure: 216 mg of α-[6-(1-ethoxycarbonyl-3-phenylpropylamino)-2-(1-naphthyl)-5-oxoperhydro-1,4-thiazepin-4-yl]acetic acid prepared as described in Example 37, were mixed with 2 ml of a 1N aqueous solution of sodium hydroxide, and the mixture was stirred for 16 hours at room temperature. A small amount of insolubles was filtered off and the pH of the filtrate was adjusted to a value of 2.0 by adding 1N hydrochloric acid; the resulting powdery compound was collected by filtration and washed with a small a...